describe an organic reaction: reactants, conditions, products, and yield From a dataset of the Open Reaction Database (ORD), a public repository of structured organic reaction records. Reactants: CC(C)(C)OC(=O)NC(CC1CCCCC1)C(O)CN1CCCCC1, Cl, C1COCCO1. Yields the product NC(CC1CCCCC1)C(O)CN1CCCCC1. Reaction SMILES: [CH:1]1([CH2:7][CH:8]([CH:9]([CH2:10][N:11]2[CH2:12][CH2:13][CH2:14][CH2:15][CH2:16]2)[OH:17])[NH:18][C:19](=[O:20])[O:21][C:22]([CH3:23])([CH3:24])[CH3:25])[CH2:2][CH2:3][CH2:4][CH2:5][CH2:6]1.[ClH:26].[O:27]1[CH2:28][CH2:29][O:30][CH2:31][CH2:32]1>>[CH:1]1([CH2:7][CH:8]([CH:9]([CH2:10][N:11]2[CH2:12][CH2:13][CH2:14][CH2:15][CH2:16]2)[OH:17])[NH2:18])[CH2:2][CH2:3][CH2:4][CH2:5][CH2:6]1. The reactants are CC(C)CN, O=C(O)c1cccc(-c2nc(N3CCOCC3)nc3c2CCN3c2cccnc2)c1, On1nnc2ccccc21. The product is CC(C)CNC(=O)c1cccc(-c2nc(N3CCOCC3)nc3c2CCN3c2cccnc2)c1. Reaction SMILES: [CH2:41]([CH:42]([CH3:43])[CH3:44])[NH2:45].[O:1]1[CH2:2][CH2:3][N:4]([c:7]2[n:8][c:9](-[c:22]3[cH:23][c:24]([C:25](=[O:26])[OH:27])[cH:28][cH:29][cH:30]3)[c:10]3[c:11]([n:12]2)[N:13]([c:16]2[cH:17][n:18][cH:19][cH:20][cH:21]2)[CH2:14][CH2:15]3)[CH2:5][CH2:6]1.[OH:31][n:32]1[c:33]2[c:34]([cH:35][cH:36][cH:37][cH:38]2)[n:39][n:40]1>>[O:1]1[CH2:2][CH2:3][N:4]([c:7]2[n:8][c:9](-[c:22]3[cH:23][c:24]([C:25](=[O:27])[NH:45][CH2:41][CH:42]([CH3:43])[CH3:44])[cH:28][cH:29][cH:30]3)[c:10]3[c:11]([n:12]2)[N:13]([c:16]2[cH:17][n:18][cH:19][cH:20][cH:21]2)[CH2:14][CH2:15]3)[CH2:5][CH2:6]1. Starting materials: ClC1=C2C(=NN=C1C1=CC=CC=C1)NN=C2C2=CC=CC=C2 (4-chloro-3,5-diphenyl-1H-pyrazolo[3,4-c]pyridazine), C1(CC1)CO (cyclopropylmethanol). Product: ClC1=C2C(=NN=C1C1=CC=CC=C1)N(N=C2C2=CC=CC=C2)CC2CC2 (4-chloro-1-(cyclopropylmethyl)-3,5-diphenyl-pyrazolo[3,4-c]pyridazine). Reaction SMILES: [Cl:1][C:2]1[C:7]([C:8]2[CH:13]=[CH:12][CH:11]=[CH:10][CH:9]=2)=[N:6][N:5]=[C:4]2[NH:14][N:15]=[C:16]([C:17]3[CH:22]=[CH:21][CH:20]=[CH:19][CH:18]=3)[C:3]=12.[CH:23]1([CH2:26]O)[CH2:25][CH2:24]1>>[Cl:1][C:2]1[C:7]([C:8]2[CH:9]=[CH:10][CH:11]=[CH:12][CH:13]=2)=[N:6][N:5]=[C:4]2[N:14]([CH2:26][CH:23]3[CH2:25][CH2:24]3)[N:15]=[C:16]([C:17]3[CH:18]=[CH:19][CH:20]=[CH:21][CH:22]=3)[C:3]=12. Procedure: Compound IIi was synthesized from 4-chloro-3,5-diphenyl-1H-pyrazolo[3,4-c]pyridazine and cyclopropylmethanol following the general procedure for the Mitsunobu reaction as described above. Reactants: Cn1ccccc1=S, CCO, FC(F)(F)c1cccc(CCl)c1. The product is [Cl-], C[n+]1ccccc1SCc1cccc(C(F)(F)F)c1. Reaction SMILES: [CH3:13][n:14]1[c:15](=[S:20])[cH:16][cH:17][cH:18][cH:19]1.[CH3:21][CH2:22][OH:23].[F:1][C:2]([c:3]1[cH:4][c:5]([CH2:6][Cl:7])[cH:8][cH:9][cH:10]1)([F:11])[F:12]>>[Cl-:7].[F:1][C:2]([c:3]1[cH:4][c:5]([CH2:6][S:20][c:15]2[n+:14]([CH3:13])[cH:19][cH:18][cH:17][cH:16]2)[cH:8][cH:9][cH:10]1)([F:11])[F:12]. Reactants: C(C1=CC=CC=C1)(=O)C=1C=C(C=C2CCNC12)OC (7-benzoyl-5-methoxyindoline), N1=CC=CC=C1 (pyridine), Cl.NCC(=O)OCC (ethyl glycinate hydrochloride), solution, C([O-])([O-])=O.[Na+].[Na+] (sodium carbonate), ClCCl (dichloromethane). Run in O (water). Conditions: temperature 112.5 celsius, time 12 hour. Yields the product COC=1N2C=3C(=CCCC3C1)C(NC=C2C2=CC=CC=C2)=O (9-Methoxy-1-phenyl-6,7-dihydro-3H-[1,4]diazepino[6,7,1-hi]indol-4-one). The yield is 82.0%. As a reaction SMILES: [C:1]([C:9]1[CH:10]=[C:11](OC)[CH:12]=[C:13]2[C:17]=1[NH:16][CH2:15][CH2:14]2)(=[O:8])C1C=CC=CC=1.[N:20]1[CH:25]=[CH:24][CH:23]=[CH:22][CH:21]=1.Cl.NCC(O[CH2:32][CH3:33])=O.[C:34](=[O:37])([O-])[O-].[Na+].[Na+].Cl[CH2:41]Cl>O>[CH3:34][O:37][C:15]1[N:16]2[C:24]([C:23]3[CH:33]=[CH:32][CH:41]=[CH:21][CH:22]=3)=[CH:25][NH:20][C:1](=[O:8])[C:9]3=[CH:10][CH2:11][CH2:12][C:13]([CH:14]=1)=[C:17]23 |f:2.3,4.5.6|. Reported procedure: 4.71 g (18.6 mmol) of 7-benzoyl-5-methoxyindoline are introduced into 75 ml of pyridine, followed by 16.2 g (116 mmol) of ethyl glycinate hydrochloride. The mixture is heated to 110-115° C. with stirring while distilling off the light fractions which form. After 12 hours, the mixture is cooled and 100 ml of a 2.5% solution of sodium carbonate in water and 100 ml of dichloromethane are added. The aqueous phase is separated out and extracted with 100 ml of dichloromethane. The organic phases are c... The reactants are CC(C)(C)OC(=O)C1CN(Cc2ccccc2)C(=O)N1C(=O)OCc1ccccc1, CO, [Pd]. Yields the product CC(C)(C)OC(=O)C1CN(Cc2ccccc2)C(=O)N1. RXN SMILES: [CH2:1]([c:2]1[cH:3][cH:4][cH:5][cH:6][cH:7]1)[N:8]1[C:9](=[O:30])[N:10]([C:20]([O:21][CH2:22][c:23]2[cH:24][cH:25][cH:26][cH:27][cH:28]2)=[O:29])[CH:11]([C:13](=[O:14])[O:15][C:16]([CH3:17])([CH3:18])[CH3:19])[CH2:12]1.[CH3:32][OH:33].[Pd:31]>>[CH2:1]([c:2]1[cH:3][cH:4][cH:5][cH:6][cH:7]1)[N:8]1[C:9](=[O:30])[NH:10][CH:11]([C:13](=[O:14])[O:15][C:16]([CH3:17])([CH3:18])[CH3:19])[CH2:12]1.